From a dataset of the Open Reaction Database (ORD), a public repository of structured organic reaction records. describe an organic reaction: reactants, conditions, products, and yield Reactants: [H-].[Na+] (sodium hydride), oil, C(CCC)(N)=NO (butyramidoxime), C1(=CC=CC=C1)C(N1C=NCC(C1)C(=O)OC)(C1=CC=CC=C1)C1=CC=CC=C1 (1-Triphenylmethyl-1,4,5,6-tetrahydro-5-methoxycarbonylpyrimidine). Run in C1CCOC1 (THF), C1CCOC1 (THF). Reaction conditions: temperature 0 celsius, time 18 hour. Product: C1(=CC=CC=C1)C(N1C=NCC(C1)C1=NC(=NO1)CCC)(C1=CC=CC=C1)C1=CC=CC=C1 (1-triphenylmethyl-1,4,5,6-tetrahydro-5-(3-n-propyl-1,2,4-oxadiazol-5-yl)pyrimidine). The yield is 66.6%. RXN SMILES: [H-].[Na+].[C:3](=[N:8][OH:9])([NH2:7])[CH2:4][CH2:5][CH3:6].[C:10]1([C:16]([C:33]2[CH:38]=[CH:37][CH:36]=[CH:35][CH:34]=2)([C:27]2[CH:32]=[CH:31][CH:30]=[CH:29][CH:28]=2)[N:17]2[CH2:22][CH:21]([C:23](OC)=O)[CH2:20][N:19]=[CH:18]2)[CH:15]=[CH:14][CH:13]=[CH:12][CH:11]=1>C1COCC1>[C:33]1([C:16]([C:10]2[CH:11]=[CH:12][CH:13]=[CH:14][CH:15]=2)([C:27]2[CH:28]=[CH:29][CH:30]=[CH:31][CH:32]=2)[N:17]2[CH2:22][CH:21]([C:23]3[O:9][N:8]=[C:3]([CH2:4][CH2:5][CH3:6])[N:7]=3)[CH2:20][N:19]=[CH:18]2)[CH:38]=[CH:37][CH:36]=[CH:35][CH:34]=1 |f:0.1|. Procedure: Prepared by a procedure similar to Example 9, where sodium hydride (60% dispersion in mineral oil 108 mg, 2.7 mmol) and butyramidoxime (276 mg, 2.7 mmol) were suspended in dry THF in an oven dried round bottom flask with stirring under nitrogen at 0° C. After 15 minutes stirring the ice bath was removed and the grey suspension refluxed 45 minutes to give a white suspension. 1-Triphenylmethyl-1,4,5,6-tetrahydro-5-methoxycarbonylpyrimidine (1.04 g, 2.7 mmol) was added, dissolved in dry THF and ref... Starting materials: FC(C(=O)O)(F)F (trifluoroacetic acid), FC(S(=O)(=O)O)(F)F (trifluoromethanesulfonic acid), COC1=CC=C(CS[C@H]2C[C@H](N(C2)C)C(=O)N2CC(C2)NC(CC(=O)OCC2=CC=C(C=C2)[N+](=O)[O-])=N)C=C1 ((2S,4S)-4-(4-methoxybenzylthio)-1-methyl-2-[3-(N-4-nitrobenzyloxycarbonylacetimidoylamino)azetidin-1-ylcarbonyl]pyrrolidine). Solvent: C1(=CC=CC=C1)OC (anisole). Run at time 1 hour. Product: SC1CC(N(C1)C)C(=O)N1CC(C1)NC(CC(=O)OCC1=CC=C(C=C1)[N+](=O)[O-])=N (4-Mercapto-1-methyl-2-[3-(N-4-nitrobenzyloxycarbonylacetimidoylamino)azetidin-1-ylcarbonyl]-pyrrolidine). The yield is 93.7%. RXN SMILES: COC1C=CC(C[S:8][C@@H:9]2[CH2:13][N:12]([CH3:14])[C@H:11]([C:15]([N:17]3[CH2:20][CH:19]([NH:21][C:22](=[NH:37])[CH2:23][C:24]([O:26][CH2:27][C:28]4[CH:33]=[CH:32][C:31]([N+:34]([O-:36])=[O:35])=[CH:30][CH:29]=4)=[O:25])[CH2:18]3)=[O:16])[CH2:10]2)=CC=1.FC(F)(F)C(O)=O.FC(F)(F)S(O)(=O)=O>C1(OC)C=CC=CC=1>[SH:8][CH:9]1[CH2:13][N:12]([CH3:14])[CH:11]([C:15]([N:17]2[CH2:20][CH:19]([NH:21][C:22](=[NH:37])[CH2:23][C:24]([O:26][CH2:27][C:28]3[CH:29]=[CH:30][C:31]([N+:34]([O-:36])=[O:35])=[CH:32][CH:33]=3)=[O:25])[CH2:18]2)=[O:16])[CH2:10]1. Procedure: 610 mg of (2S,4S)-4-(4-methoxybenzylthio)-1-methyl-2-[3-(N-4-nitrobenzyloxycarbonylacetimidoylamino)azetidin-1-ylcarbonyl]pyrrolidine [prepared as described in step (a) above] were dissolved in 1.19 ml of anisole, and 4.23 ml of trifluoroacetic acid and 193 μl of trifluoromethanesulfonic acid were added to the resulting solution, whilst ice-cooling. The mixture was then stirred for 1 hour under the same conditions and then at room temperature for a further 1 hour. At the end of this time, the so... The reactants are NC1=NC=C(C=C1C)Br (2-amino-5-bromo-3-methyl-pyridine), ClC1=CC=C(C=C1)B(O)O (4-chlorophenylboronic acid). Yields the product ClC1=CC=C(C=C1)C=1C=C(C(=NC1)N)C (5-(4-Chloro-phenyl)-3-methyl-pyridin-2-ylamine). Yield: 82.5%. RXN SMILES: [NH2:1][C:2]1[C:7]([CH3:8])=[CH:6][C:5](Br)=[CH:4][N:3]=1.[Cl:10][C:11]1[CH:16]=[CH:15][C:14](B(O)O)=[CH:13][CH:12]=1>>[Cl:10][C:11]1[CH:16]=[CH:15][C:14]([C:5]2[CH:6]=[C:7]([CH3:8])[C:2]([NH2:1])=[N:3][CH:4]=2)=[CH:13][CH:12]=1. Procedure details: Prepared as described in example C.32 (step 4) from commercially available 2-amino-5-bromo-3-methyl-pyridine (4 g, 21.4 mmol) and commercially available 4-chlorophenylboronic acid (3.68 g, 23.5 mmol). Obtained as an off-white solid (3.86 g, 83%). MS (EI) 218.1 [(M)+]; mp 156° C. The reactants are NC=1C(=NC=CC1)N(C)C (3-amino-2-dimethylaminopyridine), C1=CC=C(C=C1)OC(=NC#N)OC2=CC=CC=C2 (diphenylcyanocarbonimidate). Solvent: COCCOC (ethylene glycol dimethyl ether). The product is C(#N)N=C(NC=1C(=NC=CC1)N(C)C)OC1=CC=CC=C1 (N'-Cyano-N-(2-dimethylamino-3-pyridyl)-O-phenylisourea). Reaction SMILES: [NH2:1][C:2]1[C:3]([N:8]([CH3:10])[CH3:9])=[N:4][CH:5]=[CH:6][CH:7]=1.[CH:11]1[CH:16]=[CH:15][C:14]([O:17][C:18](OC2C=CC=CC=2)=[N:19][C:20]#[N:21])=[CH:13][CH:12]=1>COCCOC>[C:20]([N:19]=[C:18]([O:17][C:14]1[CH:15]=[CH:16][CH:11]=[CH:12][CH:13]=1)[NH:1][C:2]1[C:3]([N:8]([CH3:10])[CH3:9])=[N:4][CH:5]=[CH:6][CH:7]=1)#[N:21]. Procedure: According to the procedure of Example 5, Step 3, 3-amino-2-dimethylaminopyridine (1.41 g, 0.0108 mol) was allowed to react with diphenylcyanocarbonimidate (2.45 g, 0.0108 mol) in ethylene glycol dimethyl ether (20 ml), under nitrogen for 18 hours. The reaction mixture was concentrated and the residue chromatographed on silica gel with mixtures of MeOH--CHCl3 containing from 0 to 5% MeOH. The product amounted to 3.23 g. The reactants are C([C@@H]1[C@H]([C@@H]([C@H]([C@H](O1)O[C@]2([C@H]([C@@H]([C@H](O2)CO)O)O)CO)O)O)O)O (sucrose), cyclic sulfates, sugars, S(=O)(=O)(Cl)Cl (sulfuryl chloride), S(=O)(=O)(Cl)Cl (sulfuryl chloride). Solvent: N1=CC=CC=C1 (pyridine). The product is 6,6′-dichloro-6,6′-deoxysucrose, C([C@@H]1[C@H]([C@@H]([C@H]([C@H](O1)O[C@@]2([C@H]([C@@H]([C@H](O2)CCl)O)O)CO)O)O)O)O (6′-chloro-6′-deoxysucrose). Yield: 29.0%. Reaction SMILES: S(Cl)([Cl:4])(=O)=O.[CH2:6]([OH:28])[C@H:7]1[O:12][C@H:11]([O:13][C@:14]2([CH2:23][OH:24])[O:18][C@H:17]([CH2:19]O)[C@@H:16]([OH:21])[C@@H:15]2[OH:22])[C@H:10]([OH:25])[C@@H:9]([OH:26])[C@@H:8]1[OH:27]>N1C=CC=CC=1>[CH2:6]([OH:28])[C@H:7]1[O:12][C@H:11]([O:13][C@@:14]2([CH2:23][OH:24])[O:18][C@H:17]([CH2:19][Cl:4])[C@@H:16]([OH:21])[C@@H:15]2[OH:22])[C@H:10]([OH:25])[C@@H:9]([OH:26])[C@@H:8]1[OH:27]. Reported procedure: Attempts to synthesize cyclic sulfates of unprotected sugars with sulfuryl chloride and pyridine have been reported. However, the reaction has never been clean and several side products were isolated. For example, reaction of sucrose with sulfuryl chloride at −78° C. affords the 6,6′-dichloro-6,6′-deoxysucrose and 6′-chloro-6′-deoxysucrose in 43% and 29% yield. At room temperature, a complex mixture is formed from which 3′,4′-anhydro-1′,6′-dichloro-1′,6′-dideoxy-β-D-ribo-hexulo-furanoside 2,3-cy... The reactants are COC(C(C(C)C)N1C(NC(C1=O)COCC1=CC=C(C=C1)Br)=O)=O (2-[4-(4-Bromobenzyloxymethyl)-2,5-dioxo-imidazolidin-1-yl]-3-methyl-butyric acid methyl ester). Run in Cl (HCl). Product: BrC1=CC=C(COCC2NC(N(C2=O)C(C(=O)O)C(C)C)=O)C=C1 (2-[4-(4-Bromobenzyloxymethyl)-2,5-dioxo-imidazolidin-1-yl]-3-methyl-butyric acid). The yield is 68.0%. As a reaction SMILES: C[O:2][C:3](=[O:25])[CH:4]([N:8]1[C:12](=[O:13])[CH:11]([CH2:14][O:15][CH2:16][C:17]2[CH:22]=[CH:21][C:20]([Br:23])=[CH:19][CH:18]=2)[NH:10][C:9]1=[O:24])[CH:5]([CH3:7])[CH3:6]>Cl>[Br:23][C:20]1[CH:21]=[CH:22][C:17]([CH2:16][O:15][CH2:14][CH:11]2[C:12](=[O:13])[N:8]([CH:4]([CH:5]([CH3:7])[CH3:6])[C:3]([OH:25])=[O:2])[C:9](=[O:24])[NH:10]2)=[CH:18][CH:19]=1. Reported procedure: A mixture of the compound obtained in step e above (623 mg, 1.512 mmol) and 2 N HCl (20 mL) was refluxed for 2 h. The reaction mixture was cooled down and then extracted with EtOAc. The combined organic layers were dried and concentrated; the crude product was purified by silica gel column chromatography which gave the title compound as colourless oil (409 mg, 68%).